This data is from the Open Reaction Database (ORD), a public repository of structured organic reaction records. The task is: describe an organic reaction: reactants, conditions, products, and yield The reactants are COc1ccccc1, ClCCl, COc1ccc(CNc2ncc(F)cc2C(N)=O)cc1, O=C(O)C(F)(F)F. Yields the product NC(=O)c1cc(F)cnc1N. As a reaction SMILES: [CH3:31][O:32][c:33]1[cH:34][cH:35][cH:36][cH:37][cH:38]1.[Cl:28][CH2:29][Cl:30].[F:1][c:2]1[cH:3][n:4][c:5]([NH:11][CH2:12][c:13]2[cH:14][cH:15][c:16]([O:17][CH3:18])[cH:19][cH:20]2)[c:6]([C:7](=[O:8])[NH2:9])[cH:10]1.[F:21][C:22]([F:23])([F:24])[C:25]([OH:26])=[O:27]>>[F:1][c:2]1[cH:3][n:4][c:5]([NH2:11])[c:6]([C:7](=[O:8])[NH2:9])[cH:10]1. Reactants: CCCCCCCCN=C=O, CC(C)[N-]C(C)C, CC(=O)c1ccc(F)cc1F, [Li+]. Product: CCCCCCCCNC(=O)CC(=O)c1ccc(F)cc1F. Reaction SMILES: [CH2:12]([CH2:13][CH2:14][CH2:15][CH2:16][CH2:17][CH2:18][CH3:19])[N:20]=[C:21]=[O:22].[CH:23]([N-:24][CH:25]([CH3:26])[CH3:27])([CH3:28])[CH3:29].[F:1][c:2]1[c:3]([C:9]([CH3:10])=[O:11])[cH:4][cH:5][c:6]([F:8])[cH:7]1.[Li+:30]>>[F:1][c:2]1[c:3]([C:9]([CH2:10][C:21]([NH:20][CH2:12][CH2:13][CH2:14][CH2:15][CH2:16][CH2:17][CH2:18][CH3:19])=[O:22])=[O:11])[cH:4][cH:5][c:6]([F:8])[cH:7]1. Starting materials: C1(=CC=CC=C1)C1=NN=C(O1)S (5-phenyl-1,3,4-oxadiazole-2-thiol), BrCC(C(=O)OCC)=O (ethyl 3-bromopyruvate), N1C=NC=C1 (imidazole). Run in CO (methanol), CC(=O)C (acetone). Run at temperature 20 celsius, time 4 hour. The product is expected product, C(C)OC(C(CSC=1OC(=NN1)C1=CC=CC=C1)=O)=O (2-oxo-3-(5-phenyl-[1,3,4]oxadiazol-2-ylsulfanyl)-propionic acid ethyl ester). Reaction SMILES: [C:1]1([C:7]2[O:11][C:10]([SH:12])=[N:9][N:8]=2)[CH:6]=[CH:5][CH:4]=[CH:3][CH:2]=1.Br[CH2:14][C:15](=[O:21])[C:16]([O:18][CH2:19][CH3:20])=[O:17].N1C=CN=C1>CO.CC(C)=O>[CH2:19]([O:18][C:16](=[O:17])[C:15](=[O:21])[CH2:14][S:12][C:10]1[O:11][C:7]([C:1]2[CH:2]=[CH:3][CH:4]=[CH:5][CH:6]=2)=[N:8][N:9]=1)[CH3:20]. Procedure details: To a solution of 5-phenyl-1,3,4-oxadiazole-2-thiol (178 mg, 1.0 mmol) and ethyl 3-bromopyruvate (0.150 mL, 1.19 mmol) in methanol (2 mL) and acetone (2 mL) was added imidazole (68 mg, 1.0 mmol). The resulted solution was shaken at 20° C. for 4 hour. After the removal of solvents under vacuum, the residue was triturated with ethyl ether. The ether phase was discarded. The residue was treated with sodium bicarbonate aqueous solution and ethyl ether. The ether phase was washed successively with sod... Reaction SMILES: [C:1]([C:4]1[O:5][C:6]2[C:11]([C:12](=[O:14])[CH:13]=1)=[C:10]([O:15][CH2:16][CH:17]([OH:26])[CH2:18]OC1C=CC=CC=1)[CH:9]=[CH:8][CH:7]=2)([OH:3])=[O:2].[CH2:27](O)[CH3:28].[CH:30]1[CH:35]=[CH:34][CH:33]=[CH:32][CH:31]=1.[OH2:36]>S(=O)(=O)(O)O>[C:1]([C:4]1[O:5][C:6]2[C:11]([C:12](=[O:14])[CH:13]=1)=[C:10]([O:15][CH2:16][C:17]([OH:26])([O:36][C:30]1[CH:35]=[CH:34][CH:33]=[CH:32][CH:31]=1)[CH3:18])[CH:9]=[CH:8][CH:7]=2)([O:3][CH2:27][CH3:28])=[O:2]. The product is C(=O)(OCC)C=1OC2=CC=CC(=C2C(C1)=O)OCC(C)(OC1=CC=CC=C1)O (1-(2-carbethoxychromon-5-yloxy)-2-hydroxy-2-phenoxypropane). The reagents and catalysts are S(O)(O)(=O)=O (sulphuric acid). Reactants: O (water), C(=O)(O)C=1OC2=CC=CC(=C2C(C1)=O)OCC(COC1=CC=CC=C1)O (1-(2-carboxychromon-5-yloxy)-2-hydroxy-3-phenoxypropane), C(C)O (ethanol), C1=CC=CC=C1 (benzene). Procedure details: A mixture of 1-(2-carboxychromon-5-yloxy)-2-hydroxy-3-phenoxypropane (10.0 g), ethanol (5 ml), benzene (100 ml) and concentrated sulphuric acid (5 drops) was heated under reflux for 6 hours, the water that formed being collected in a phase separator. The cooled solution was washed with saturated sodium bicarbonate solution and water. Removal of the benzene under reduced pressure yielded 1-(2-carbethoxychromon-5-yloxy)-2-hydroxy-2-phenoxypropane as a viscous oil. The reactants are C(C)(C)(C)OC(NC1C(NOC1)=O)=O ((3-oxo-isoxazolidin-4-yl)-carbamic acid tert-butyl ester), FC(S(=O)(=O)OCC(F)F)(F)F (2,2-difluoroethyl trifluoromethanesulfonate). Yields the product C(C)(C)(C)OC(N[C@H]1C(N(OC1)CC(F)F)=O)=O ([(R)-2-(2,2-Difluoro-ethyl)-3-oxo-isoxazolidin-4-yl]-carbamic acid tert-butyl ester). Isolated yield 34.9%. As a reaction SMILES: [C:1]([O:5][C:6](=[O:14])[NH:7][CH:8]1[CH2:12][O:11][NH:10][C:9]1=[O:13])([CH3:4])([CH3:3])[CH3:2].FC(F)(F)S(O[CH2:21][CH:22]([F:24])[F:23])(=O)=O>>[C:1]([O:5][C:6](=[O:14])[NH:7][C@@H:8]1[CH2:12][O:11][N:10]([CH2:21][CH:22]([F:24])[F:23])[C:9]1=[O:13])([CH3:4])([CH3:2])[CH3:3]. Reported procedure: As described in Example 4, Step A, (3-oxo-isoxazolidin-4-yl)-carbamic acid tert-butyl ester (0.30 g) was alkylated with 2,2-difluoroethyl trifluoromethanesulfonate (0.35 g). to afford the title product as a white solid (138 mg); 1H-NMR (CDCl3, 400 MHz): 6.05 (tt, 1H), 5.10 (m, 1H), 4.90 (m, 1H), 4.35 (dt, 2H), 4.20 (dd, 1H), 1.50 (s, 9H); along with the O-alkylated product (179 mg): 1H-NMR (CDCl3, 400 MHz): 5.95 (tt, 1H), 4.80 (m, 1H), 4.60 (m, 1H), 3.80-4.10 (m, 3H), 1.50 (s, 9H). Reactants: N([C@@H](CC(C)C)C(=O)NCC(=O)OCC)C(=O)OCC1=CC=CC=C1 (Z-Leu-Gly-OEt), Cl (hydrogen chloride). Reagents/catalysts: [Pd] (palladium on charcoal). Solvent: C(C)O (ethanol), C(C)O (ethanol). Yields the product N[C@@H](CC(C)C)C(=O)NCC(=O)OCC.Cl (H-Leu-Gly-OEt.HCl). RXN SMILES: [NH:1](C(OCC1C=CC=CC=1)=O)[C@H:2]([C:7]([NH:9][CH2:10][C:11]([O:13][CH2:14][CH3:15])=[O:12])=[O:8])[CH2:3][CH:4]([CH3:6])[CH3:5].[ClH:26]>C(O)C.[Pd]>[NH2:1][C@H:2]([C:7]([NH:9][CH2:10][C:11]([O:13][CH2:14][CH3:15])=[O:12])=[O:8])[CH2:3][CH:4]([CH3:5])[CH3:6].[ClH:26] |f:4.5|. Procedure: 14 g of Z-Leu-Gly-OEt [manufactured according to J. R. Vaughan & R. L. Osato, J. Am. Chem. Soc. 73, 5553 (1951)] are dissolved in 150 ml of absolute ethanol, mixed with 11.5 ml of a 6.9 N hydrogen chloride solution in ethanol and hydrogenated in the presence of 2.8 g of palladium on charcoal (10 % Pd). After 1 hour the catalyst is filtered off and the filtrate evaporated in vacuo at 40° C. bath temperature. The residue is an oil and is directly processed further. Rf1 = 0.50 (on silica gel). Reactants: CSC1=[N+]2c3ccccc3CC2CS1, [I-], Cc1cc2c(N)cccc2cn1. Yields the product Cc1cc2c(N=C3SCC4Cc5ccccc5N34)cccc2cn1. Reaction SMILES: [CH3:14][S:15][C:16]1=[N+:20]2[CH:19]([CH2:18][S:17]1)[CH2:27][c:26]1[c:21]2[cH:22][cH:23][cH:24][cH:25]1.[I-:13].[NH2:1][c:2]1[c:3]2[cH:4][c:5]([CH3:12])[n:6][cH:7][c:8]2[cH:9][cH:10][cH:11]1>>[N:1]([c:2]1[c:3]2[cH:4][c:5]([CH3:12])[n:6][cH:7][c:8]2[cH:9][cH:10][cH:11]1)=[C:16]1[S:17][CH2:18][CH:19]2[N:20]1[c:21]1[cH:22][cH:23][cH:24][cH:25][c:26]1[CH2:27]2.